The task is: describe an organic reaction: reactants, conditions, products, and yield. This data is from the Open Reaction Database (ORD), a public repository of structured organic reaction records. Reported procedure: A mixture of 46.0 g of 2-(7-chloro-1,8-naphthyridin-2-yl)-3-hydroxyisoindolin-1-one, 78 g of t-butyloxycarbonylmethylenetriphenylphosphorane and 800 ml of toluene was refluxed for 5 hours. The mixture was concentrated and the residue was purified by silica gel column chromatography (dichloromethane-ethyl acetate) to give 54.5 g of t-butyl 2-(7-chloro-1,8-naphthyridin-2-yl)-3-oxoisoindoline-1-acetate. Recrystallization from toluene-ether gave colorless crystals melting at 210°-211° C. The product is ClC1=CC=C2C=CC(=NC2=N1)N1C(C2=CC=CC=C2C1=O)CC(=O)OC(C)(C)C (t-butyl 2-(7-chloro-1,8-naphthyridin-2-yl)-3-oxoisoindoline-1-acetate). The yield is 90.1%. RXN SMILES: [Cl:1][C:2]1[N:11]=[C:10]2[C:5]([CH:6]=[CH:7][C:8]([N:12]3[CH:20]([OH:21])[C:19]4[C:14](=[CH:15][CH:16]=[CH:17][CH:18]=4)[C:13]3=O)=[N:9]2)=[CH:4][CH:3]=1.[C:23]([O:27][C:28]([CH:30]=P(C1C=CC=CC=1)(C1C=CC=CC=1)C1C=CC=CC=1)=[O:29])([CH3:26])([CH3:25])[CH3:24]>C1(C)C=CC=CC=1>[Cl:1][C:2]1[N:11]=[C:10]2[C:5]([CH:6]=[CH:7][C:8]([N:12]3[C:20](=[O:21])[C:19]4[C:14](=[CH:15][CH:16]=[CH:17][CH:18]=4)[CH:13]3[CH2:30][C:28]([O:27][C:23]([CH3:26])([CH3:25])[CH3:24])=[O:29])=[N:9]2)=[CH:4][CH:3]=1. Run in C1(=CC=CC=C1)C (toluene). The reactants are ClC1=CC=C2C=CC(=NC2=N1)N1C(C2=CC=CC=C2C1O)=O (2-(7-chloro-1,8-naphthyridin-2-yl)-3-hydroxyisoindolin-1-one), C(C)(C)(C)OC(=O)C=P(C1=CC=CC=C1)(C1=CC=CC=C1)C1=CC=CC=C1 (t-butyloxycarbonylmethylenetriphenylphosphorane). The reactants are Cc1cc2cn[nH]c2cc1NC(=O)C=NO, O=S(=O)(O)O. Yields the product Cc1cc2cn[nH]c2c2c1NC(=O)C2=O. As a reaction SMILES: [OH:6][N:7]=[CH:8][C:9](=[O:10])[NH:11][c:12]1[c:13]([CH3:21])[cH:14][c:15]2[cH:16][n:17][nH:18][c:19]2[cH:20]1.[S:1]([OH:2])(=[O:3])(=[O:4])[OH:5]>>[O:2]=[C:8]1[C:9](=[O:10])[NH:11][c:12]2[c:13]([CH3:21])[cH:14][c:15]3[cH:16][n:17][nH:18][c:19]3[c:20]21. Starting materials: C(C)(=O)OC(C)=O (acetic anhydride), C1(C=CC=C1)[Ti](C1=C(C(=CC=C1F)O)F)(C1=C(C(=CC=C1F)O)F)C1C=CC=C1 (bis(cyclopentadienyl)bis(2,6-difluoro-3-hydroxyphenyl)titanium), 3.8, N1=CC=CC=C1 (pyridine), CCOCC (ether). Run in C1(=CC=CC=C1)C.CN(C)C=O (toluene DMF), O (water). Conditions: time 24 hour. The product is C1(C=CC=C1)[Ti](C1=C(C(=CC=C1F)OC(C)=O)F)(C1=C(C(=CC=C1F)OC(C)=O)F)C1C=CC=C1 (Bis(cyclopentadienyl)bis(2,6-difluoro-3-acetoxyphenyl)titanium). As a reaction SMILES: [CH:1]1([Ti:6]([CH:25]2[CH:29]=[CH:28][CH:27]=[CH:26]2)([C:16]2[C:21]([F:22])=[CH:20][CH:19]=[C:18]([OH:23])[C:17]=2[F:24])[C:7]2[C:12]([F:13])=[CH:11][CH:10]=[C:9]([OH:14])[C:8]=2[F:15])[CH:5]=[CH:4][CH:3]=[CH:2]1.N1C=CC=CC=1.[C:36](OC(=O)C)(=[O:38])[CH3:37].[CH3:43][CH2:44][O:45]CC>C1(C)C=CC=CC=1.CN(C=O)C.O>[CH:25]1([Ti:6]([CH:1]2[CH:5]=[CH:4][CH:3]=[CH:2]2)([C:7]2[C:12]([F:13])=[CH:11][CH:10]=[C:9]([O:14][C:44](=[O:45])[CH3:43])[C:8]=2[F:15])[C:16]2[C:21]([F:22])=[CH:20][CH:19]=[C:18]([O:23][C:36](=[O:38])[CH3:37])[C:17]=2[F:24])[CH:29]=[CH:28][CH:27]=[CH:26]1 |f:4.5|. Procedure details: 8.7 g (0.020 mol) of bis(cyclopentadienyl)bis(2,6-difluoro-3-hydroxyphenyl)titanium and 3.8 (0.048 mol) of pyridine in 30 ml of toluene/DMF mixture (1:1) are introduced into a 100 ml sulfation flask under nitrogen as protective gas. 4.9 g (0.048 mol) of acetic anhydride are added dropwise to this solution at room temperature over the course of 5 minutes, and the mixture is stirred for a further 24 hours (reaction check using thin-layer chromatography). The reaction mixture is then poured into et... Reactants: CCCCCCCCCCCCCCBr, CN(C)C=O, [H-], [I-], [Na+], [Na+], O, CCOC(=O)c1ccc(O)cc1. Product: CCCCCCCCCCCCCCOc1ccc(C(=O)OCC)cc1. RXN SMILES: [CH2:5]([CH2:6][CH2:7][CH2:8][CH2:9][CH2:10][CH2:11][CH2:12][CH2:13][CH2:14][CH2:15][CH2:16][CH2:17][CH3:18])[Br:19].[CH3:33][N:34]([CH3:35])[CH:36]=[O:37].[H-:1].[I-:4].[Na+:2].[Na+:3].[OH2:32].[OH:20][c:21]1[cH:22][cH:23][c:24]([C:25](=[O:26])[O:27][CH2:28][CH3:29])[cH:30][cH:31]1>>[CH2:5]([CH2:6][CH2:7][CH2:8][CH2:9][CH2:10][CH2:11][CH2:12][CH2:13][CH2:14][CH2:15][CH2:16][CH2:17][CH3:18])[O:20][c:21]1[cH:22][cH:23][c:24]([C:25](=[O:26])[O:27][CH2:28][CH3:29])[cH:30][cH:31]1.